This data is from the Open Reaction Database (ORD), a public repository of structured organic reaction records. The task is: describe an organic reaction: reactants, conditions, products, and yield Reactants: O=C([O-])[O-], C1COCCO1, CCOC(=O)c1c(C)nc2c(c3c(n2C2CC2)CCCC3)c1OS(=O)(=O)C(F)(F)F, Cc1c(B2OC(C)(C)C(C)(C)O2)cc(Cl)c2c1CCCO2, [Na+], [Na+], O, c1ccc(P(c2ccccc2)(c2ccccc2)[Pd](P(c2ccccc2)(c2ccccc2)c2ccccc2)(P(c2ccccc2)(c2ccccc2)c2ccccc2)P(c2ccccc2)(c2ccccc2)c2ccccc2)cc1. The product is CCOC(=O)c1c(C)nc2c(c3c(n2C2CC2)CCCC3)c1-c1cc(Cl)c2c(c1C)CCCO2. RXN SMILES: [C:52](=[O:53])([O-:54])[O-:55].[CH2:58]1[O:59][CH2:60][CH2:61][O:62][CH2:63]1.[CH:1]1([n:4]2[c:5]3[c:6]([c:7]4[c:12]2[CH2:11][CH2:10][CH2:9][CH2:8]4)[c:13]([O:23][S:24]([C:25]([F:26])([F:27])[F:28])(=[O:29])=[O:30])[c:14]([C:18](=[O:19])[O:20][CH2:21][CH3:22])[c:15]([CH3:17])[n:16]3)[CH2:2][CH2:3]1.[Cl:31][c:32]1[cH:33][c:34]([B:43]2[O:44][C:45]([CH3:46])([CH3:47])[C:48]([CH3:49])([CH3:50])[O:51]2)[c:35]([CH3:42])[c:36]2[c:41]1[O:40][CH2:39][CH2:38][CH2:37]2.[Na+:56].[Na+:57].[OH2:64].[cH:65]1[cH:66][cH:67][c:68]([P:69]([Pd:70]([P:71]([c:72]2[cH:73][cH:74][cH:75][cH:76][cH:77]2)([c:78]2[cH:79][cH:80][cH:81][cH:82][cH:83]2)[c:84]2[cH:85][cH:86][cH:87][cH:88][cH:89]2)([P:90]([c:91]2[cH:92][cH:93][cH:94][cH:95][cH:96]2)([c:97]2[cH:98][cH:99][cH:100][cH:101][cH:102]2)[c:103]2[cH:104][cH:105][cH:106][cH:107][cH:108]2)[P:109]([c:110]2[cH:111][cH:112][cH:113][cH:114][cH:115]2)([c:116]2[cH:117][cH:118][cH:119][cH:120][cH:121]2)[c:122]2[cH:123][cH:124][cH:125][cH:126][cH:127]2)([c:128]2[cH:129][cH:130][cH:131][cH:132][cH:133]2)[c:134]2[cH:135][cH:136][cH:137][cH:138][cH:139]2)[cH:140][cH:141]1>>[CH:1]1([n:4]2[c:5]3[c:6]([c:7]4[c:12]2[CH2:11][CH2:10][CH2:9][CH2:8]4)[c:13](-[c:34]2[cH:33][c:32]([Cl:31])[c:41]4[c:36]([c:35]2[CH3:42])[CH2:37][CH2:38][CH2:39][O:40]4)[c:14]([C:18](=[O:19])[O:20][CH2:21][CH3:22])[c:15]([CH3:17])[n:16]3)[CH2:2][CH2:3]1. Reactants: CCOC(=O)C(C)(Br)C=O, COCCOC, [N-]=[N+]=[N-], [Na+], O. Yields the product CCOC(=O)C(C)(C=O)N=[N+]=[N-]. RXN SMILES: [Br:1][C:2]([C:3](=[O:4])[O:5][CH2:6][CH3:7])([CH3:8])[CH:9]=[O:10].[CH2:15]([CH2:16][O:17][CH3:18])[O:19][CH3:20].[N-:12]=[N+:13]=[N-:14].[Na+:11].[OH2:21]>>[C:2]([C:3](=[O:4])[O:5][CH2:6][CH3:7])([CH3:8])([CH:9]=[O:10])[N:12]=[N+:13]=[N-:14]. Starting materials: CC1OC(O)C=CC1=O, CCOC([O-])[O-], [Cl-], [Cl-], [Zn+2], c1ccccc1. Product: CCOC1C=CC(=O)C(C)O1. As a reaction SMILES: [CH3:1][CH:2]1[O:3][CH:4]([OH:9])[CH:5]=[CH:6][C:7]1=[O:8].[CH:10]([O-:11])([O-:14])[O:15][CH2:12][CH3:13].[Cl-:22].[Cl-:24].[Zn+2:23].[cH:16]1[cH:17][cH:18][cH:19][cH:20][cH:21]1>>[CH3:1][CH:2]1[O:3][CH:4]([O:9][CH2:12][CH3:13])[CH:5]=[CH:6][C:7]1=[O:8].